Task: describe an organic reaction: reactants, conditions, products, and yield. Dataset: the Open Reaction Database (ORD), a public repository of structured organic reaction records The reactants are FC1=C(C=C(C(=C1)F)F)C=1OCC(N1)(C)C (2-(2,4,5-trifluorophenyl)-4, 4-dimethyl-2-oxazoline), C(C)(C)NC(C)C (diisopropylamine), C(CCC)[Li] (n-butyllithium), ClC(C(=O)C(Cl)(Cl)Cl)(Cl)Cl (hexachloroacetone). Run in C1CCOC1 (THF), O (Water), C1CCOC1 (THF). Run at time 15 minute. Yields the product ClC=1C(=C(C=C(C1F)F)C=1OCC(N1)(C)C)F (2-(3-Chloro-2,4,5-trifluorophenyl)-4,4-dimethyl-2-oxazoline). Isolated yield 59.4%. As a reaction SMILES: C(NC(C)C)(C)C.C([Li])CCC.[F:13][C:14]1[CH:19]=[C:18]([F:20])[C:17]([F:21])=[CH:16][C:15]=1[C:22]1[O:23][CH2:24][C:25]([CH3:28])([CH3:27])[N:26]=1.[Cl:29]C(Cl)(Cl)C(C(Cl)(Cl)Cl)=O>C1COCC1.O>[Cl:29][C:19]1[C:14]([F:13])=[C:15]([C:22]2[O:23][CH2:24][C:25]([CH3:28])([CH3:27])[N:26]=2)[CH:16]=[C:17]([F:21])[C:18]=1[F:20]. Procedure details: A solution of 7.6 mL (54.2 mmol) of diisopropylamine in 100 mL of dry THF was cooled to -78° C. under argon, treated with 20.5 mL (47.2 mmol) of 2.3M n-butyllithium, and stirred for 15 minutes. To this solution was added a solution of 10.3 g (45.0 mmol) of 2-(2,4,5-trifluorophenyl)-4, 4-dimethyl-2-oxazoline in 100 mL of dry THF. The reaction mixture was stirred at -78° C. for 45 minutes. To this mixture was added 26.5 g (100 mmol) of hexachloroacetone, and the solution was warmed to room tempera... The reactants are ClCC1=NC=CN=C1 (chloromethylpyrazine), NC(=S)N (thiourea). Run in C(C)O (ethanol), C(C)O (ethanol). Run at temperature 5 celsius, time 30 minute. The product is Cl.N1=C(C=NC=C1)CSC(N)=N (2-(Pyrazinylmethyl)-isothiourea hydrochloride). The yield is 52.8%. Reaction SMILES: [Cl:1][CH2:2][C:3]1[CH:8]=[N:7][CH:6]=[CH:5][N:4]=1.[NH2:9][C:10]([NH2:12])=[S:11]>C(O)C>[ClH:1].[N:4]1[CH:5]=[CH:6][N:7]=[CH:8][C:3]=1[CH2:2][S:11][C:10](=[NH:9])[NH2:12] |f:3.4|. Reported procedure: A solution of chloromethylpyrazine (88 g) in ethanol (200 cc) is added dropwise and in the course of 15 minutes to a suspension of thiourea (68 g) in boiling ethanol (370 cc). After stirring for 1 hour 30 minutes at the boil, the reaction mixture is cooled for 15 hours at a temperature of about 5° C. The resulting crystals are filtered off, washed twice with ethanol (120 cc) and dried under reduced pressure (20 mm Hg; 2.7 kPa) at a temperature of about 20° C. 2-(Pyrazinylmethyl)-isothiourea hydr... Reactants: O (water), Cl.N1C(OC2(C3=C1N=CC=C3)CCNCC2)=O (spiro[piperidin-4,4′-pyrido[2,3-d][1,3]oxazin]-2′(1′H)-one hydrochloride), ClC1=CC(=NC(=N1)C(F)(F)F)OC1=CC2=C(NC(O2)=O)C(=C1)C (6-(6-chloro-2-trifluoromethyl-pyrimidin-4-yloxy)-4-methyl-3H-benzoxazol-2-one), CCN(C(C)C)C(C)C (DIPEA). Run in CN1CCCC1=O (NMP). Reaction conditions: time 30 minute. Yields the product CC1=CC(=CC2=C1NC(O2)=O)OC2=CC(=NC(=N2)C(F)(F)F)N2CCC1(C3=C(NC(O1)=O)N=CC=C3)CC2 (1-(6-(4-methyl-2-oxo-2,3-dihydrobenzo[d]oxazol-6-yloxy)-2-(trifluoromethyl)pyrimidin-4-yl)-spiro[piperidin-4,4′-pyrido[2,3-d][1,3]oxazin]-2′(1′H)-one). As a reaction SMILES: Cl.[NH:2]1[C:7]2[N:8]=[CH:9][CH:10]=[CH:11][C:6]=2[C:5]2([CH2:16][CH2:15][NH:14][CH2:13][CH2:12]2)[O:4][C:3]1=[O:17].Cl[C:19]1[N:24]=[C:23]([C:25]([F:28])([F:27])[F:26])[N:22]=[C:21]([O:29][C:30]2[CH:39]=[C:38]([CH3:40])[C:33]3[NH:34][C:35](=[O:37])[O:36][C:32]=3[CH:31]=2)[CH:20]=1.CCN(C(C)C)C(C)C.O>CN1C(=O)CCC1>[CH3:40][C:38]1[C:33]2[NH:34][C:35](=[O:37])[O:36][C:32]=2[CH:31]=[C:30]([O:29][C:21]2[N:22]=[C:23]([C:25]([F:27])([F:26])[F:28])[N:24]=[C:19]([N:14]3[CH2:13][CH2:12][C:5]4([O:4][C:3](=[O:17])[NH:2][C:7]5[N:8]=[CH:9][CH:10]=[CH:11][C:6]4=5)[CH2:16][CH2:15]3)[CH:20]=2)[CH:39]=1 |f:0.1|. Procedure: 90 mg (0.35 mmol) spiro[piperidin-4,4′-pyrido[2,3-d][1,3]oxazin]-2′(1′H)-one hydrochloride, 125 mg (0.36 mmol) 6-(6-chloro-2-trifluoromethyl-pyrimidin-4-yloxy)-4-methyl-3H-benzoxazol-2-one and 0.20 mL (1.16 mmol) DIPEA in 2.0 mL NMP were stirred for 14 h at 60° C. After cooling the reaction mixture was mixed with water and stirred for 30 min. The precipitate formed was suction filtered and dried. Starting materials: C1(CC1)NC1=NC=CC(=N1)C=1C=NN2N=CC=CC21 (N-cyclopropyl-4-pyrazolo[1,5-b]pyridazin-3-yl-2-pyrimidinamine), [H-].[Na+] (sodium hydride), CI (methyl iodide). Run in CN(C)C=O (DMF). Conditions: time 1 hour. Product: C1(CC1)N(C1=NC=CC(=N1)C=1C=NN2N=CC=CC21)C (N-Cyclopropyl-N-methyl-4-pyrazolo[1,5-b]pyridazin-3-yl-2-pyrimidinamine). Isolated yield 75.1%. As a reaction SMILES: [CH:1]1([NH:4][C:5]2[N:10]=[C:9]([C:11]3[CH:12]=[N:13][N:14]4[C:19]=3[CH:18]=[CH:17][CH:16]=[N:15]4)[CH:8]=[CH:7][N:6]=2)[CH2:3][CH2:2]1.[H-].[Na+].[CH3:22]I>CN(C=O)C>[CH:1]1([N:4]([CH3:22])[C:5]2[N:10]=[C:9]([C:11]3[CH:12]=[N:13][N:14]4[C:19]=3[CH:18]=[CH:17][CH:16]=[N:15]4)[CH:8]=[CH:7][N:6]=2)[CH2:2][CH2:3]1 |f:1.2|. Reported procedure: To a solution of N-cyclopropyl-4-pyrazolo[1,5-b]pyridazin-3-yl-2-pyrimidinamine (25 mg, 0.1 mmol) in DMF (2 mL) was added sodium hydride (6 mg, 0.25 mmol) and methyl iodide (0.013 mL, 0.15 mmol). The reaction was allowed to stir for about 1 hour. The reaction was concentrated in vacuo. Water (10 mL) was added and the aqueous layer was extracted with EtOAc (2×30 mL). The combined organic layers were dried (MgSO4) filtered and concentrated in vacuo. The residue was triturated with diethylether to ... The reactants are O=[N+]([O-])c1cc(OCCBr)ccc1OCc1ccccc1, c1ccc(CC2CCNCC2)cc1, Cc1ccccc1. Yields the product O=[N+]([O-])c1cc(OCCN2CCC(Cc3ccccc3)CC2)ccc1OCc1ccccc1. As a reaction SMILES: [CH2:14]([c:15]1[cH:16][cH:17][cH:18][cH:19][cH:20]1)[O:21][c:22]1[c:23]([N+:32](=[O:33])[O-:34])[cH:24][c:25]([O:26][CH2:27][CH2:28][Br:29])[cH:30][cH:31]1.[CH2:1]([c:2]1[cH:3][cH:4][cH:5][cH:6][cH:7]1)[CH:8]1[CH2:9][CH2:10][NH:11][CH2:12][CH2:13]1.[CH3:35][c:36]1[cH:37][cH:38][cH:39][cH:40][cH:41]1>>[CH2:1]([c:2]1[cH:3][cH:4][cH:5][cH:6][cH:7]1)[CH:8]1[CH2:9][CH2:10][N:11]([CH2:28][CH2:27][O:26][c:25]2[cH:24][c:23]([N+:32](=[O:33])[O-:34])[c:22]([O:21][CH2:14][c:15]3[cH:16][cH:17][cH:18][cH:19][cH:20]3)[cH:31][cH:30]2)[CH2:12][CH2:13]1. Starting materials: CC(=O)Nc1nc(CCl)c(Cl)s1, O=C([O-])[O-], CN(C)C=O, c1ccc(C(c2ccccc2)N2CCNCC2)cc1, [K+], [K+]. Yields the product CC(=O)Nc1nc(CN2CCN(C(c3ccccc3)c3ccccc3)CC2)c(Cl)s1. Reaction SMILES: [C:1]([CH3:2])(=[O:3])[NH:4][c:5]1[s:6][c:7]([Cl:12])[c:8]([CH2:10][Cl:11])[n:9]1.[C:32](=[O:33])([O-:34])[O-:35].[CH3:38][N:39]([CH3:40])[CH:41]=[O:42].[CH:13]([c:14]1[cH:15][cH:16][cH:17][cH:18][cH:19]1)([c:20]1[cH:21][cH:22][cH:23][cH:24][cH:25]1)[N:26]1[CH2:27][CH2:28][NH:29][CH2:30][CH2:31]1.[K+:36].[K+:37]>>[C:1]([CH3:2])(=[O:3])[NH:4][c:5]1[s:6][c:7]([Cl:12])[c:8]([CH2:10][N:29]2[CH2:28][CH2:27][N:26]([CH:13]([c:14]3[cH:15][cH:16][cH:17][cH:18][cH:19]3)[c:20]3[cH:21][cH:22][cH:23][cH:24][cH:25]3)[CH2:31][CH2:30]2)[n:9]1.